From a dataset of the Open Reaction Database (ORD), a public repository of structured organic reaction records. describe an organic reaction: reactants, conditions, products, and yield Starting materials: O=C1c2ccc(OCc3ccccc3)cc2CCC1Br, CO, CC(=O)O. Product: OC1c2ccc(OCc3ccccc3)cc2CCC1Br. As a reaction SMILES: [CH2:1]([c:2]1[cH:3][cH:4][cH:5][cH:6][cH:7]1)[O:8][c:9]1[cH:10][c:11]2[c:16]([cH:17][cH:18]1)[C:15](=[O:19])[CH:14]([Br:20])[CH2:13][CH2:12]2.[CH3:21][OH:22].[CH3:23][C:24](=[O:25])[OH:26]>>[CH2:1]([c:2]1[cH:3][cH:4][cH:5][cH:6][cH:7]1)[O:8][c:9]1[cH:10][c:11]2[c:16]([cH:17][cH:18]1)[CH:15]([OH:19])[CH:14]([Br:20])[CH2:13][CH2:12]2. Starting materials: CO, CN(C)CC#Cc1ccc2c(n1)-c1sc(-c3ncnn3-c3ccc(F)cc3F)cc1CCO2. Yields the product CN(C)CCCc1ccc2c(n1)-c1sc(-c3ncnn3-c3ccc(F)cc3F)cc1CCO2. As a reaction SMILES: [CH3:34][OH:35].[F:1][c:2]1[c:3](-[n:9]2[n:10][cH:11][n:12][c:13]2-[c:14]2[cH:15][c:16]3[c:22]([s:23]2)-[c:21]2[c:20]([cH:27][cH:26][c:25]([C:28]#[C:29][CH2:30][N:31]([CH3:32])[CH3:33])[n:24]2)[O:19][CH2:18][CH2:17]3)[cH:4][cH:5][c:6]([F:8])[cH:7]1>>[F:1][c:2]1[c:3](-[n:9]2[n:10][cH:11][n:12][c:13]2-[c:14]2[cH:15][c:16]3[c:22]([s:23]2)-[c:21]2[c:20]([cH:27][cH:26][c:25]([CH2:28][CH2:29][CH2:30][N:31]([CH3:32])[CH3:33])[n:24]2)[O:19][CH2:18][CH2:17]3)[cH:4][cH:5][c:6]([F:8])[cH:7]1. Starting materials: C, Cc1cc(OC(=O)c2ccccc2)cc(Cl)c1OCc1ccccc1, CCOC(C)=O, [H][H], [Pd]. Product: Cc1cc(OC(=O)c2ccccc2)cc(Cl)c1O. Reaction SMILES: [C:28].[CH2:1]([c:2]1[cH:3][cH:4][cH:5][cH:6][cH:7]1)[O:8][c:9]1[c:10]([Cl:25])[cH:11][c:12]([O:16][C:17]([c:18]2[cH:19][cH:20][cH:21][cH:22][cH:23]2)=[O:24])[cH:13][c:14]1[CH3:15].[CH3:30][CH2:31][O:32][C:33](=[O:34])[CH3:35].[H:26][H:27].[Pd:29]>>[OH:8][c:9]1[c:10]([Cl:25])[cH:11][c:12]([O:16][C:17]([c:18]2[cH:19][cH:20][cH:21][cH:22][cH:23]2)=[O:24])[cH:13][c:14]1[CH3:15]. Reactants: CC(CN1C(=NC=2C(=NC=3C=CC=CC3C21)N)CCC)(CC2(OCCO2)C)C (1-[2,2-dimethyl-3-(2-methyl-[1,3]dioxolan-2-yl)propyl]-2-propyl-1H-imidazo[4,5-c]quinolin-4-amine), Cl (hydrochloric acid). Yields the product NC1=NC=2C=CC=CC2C2=C1N=C(N2CC(CC(C)=O)(C)C)CCC (5-(4-amino-2-propyl-1H-imidazo[4,5-c]quinolin-1-yl)-4,4-dimethylpentan-2-one). As a reaction SMILES: [CH3:1][C:2]([CH3:28])([CH2:21][C:22]1([CH3:27])OCC[O:23]1)[CH2:3][N:4]1[C:16]2[C:15]3[CH:14]=[CH:13][CH:12]=[CH:11][C:10]=3[N:9]=[C:8]([NH2:17])[C:7]=2[N:6]=[C:5]1[CH2:18][CH2:19][CH3:20].Cl>>[NH2:17][C:8]1[C:7]2[N:6]=[C:5]([CH2:18][CH2:19][CH3:20])[N:4]([CH2:3][C:2]([CH3:28])([CH3:1])[CH2:21][C:22](=[O:23])[CH3:27])[C:16]=2[C:15]2[CH:14]=[CH:13][CH:12]=[CH:11][C:10]=2[N:9]=1. Reported procedure: By the general method of Example 11, 1-[2,2-dimethyl-3-(2-methyl-[1,3]dioxolan-2-yl)propyl]-2-propyl-1H-imidazo[4,5-c]quinolin-4-amine was hydrolyzed with aqueous hydrochloric acid to provide 5-(4-amino-2-propyl-1H-imidazo[4,5-c]quinolin-1-yl)-4,4-dimethylpentan-2-one as a light brown solid after recrystallization from aqueous acetonitrile, mp 178-180° C. Starting materials: Cl.OC1=C(C=C(C#N)C=C1)CN1C([C@H](CC1)N)=O (4-hydroxy-3-(3-(S)-amino-2-oxo-pyrrolidin-1-ylmethyl)-benzonitrile hydrochloride), ClC1=CC=C2C(=N1)C=C(S2)S(=O)(=O)Cl (5-chlorothieno[3,2-b]pyridine-2-sulfonyl chloride). Yields the product C(#N)C=1C=CC(=C(CN2C([C@H](CC2)NS(=O)(=O)C2=CC3=NC(=CC=C3S2)Cl)=O)C1)O (5-Chlorothieno[3,2-b]pyridine-2-sulfonic acid [1-(5-cyano-2-hydroxybenzyl)-2-oxo-pyrrolidin-3-(S)-yl]-amide). RXN SMILES: Cl.[OH:2][C:3]1[CH:10]=[CH:9][C:6]([C:7]#[N:8])=[CH:5][C:4]=1[CH2:11][N:12]1[CH2:16][CH2:15][C@H:14]([NH2:17])[C:13]1=[O:18].[Cl:19][C:20]1[N:25]=[C:24]2[CH:26]=[C:27]([S:29](Cl)(=[O:31])=[O:30])[S:28][C:23]2=[CH:22][CH:21]=1>>[C:7]([C:6]1[CH:9]=[CH:10][C:3]([OH:2])=[C:4]([CH:5]=1)[CH2:11][N:12]1[CH2:16][CH2:15][C@H:14]([NH:17][S:29]([C:27]2[S:28][C:23]3[C:24](=[N:25][C:20]([Cl:19])=[CH:21][CH:22]=3)[CH:26]=2)(=[O:30])=[O:31])[C:13]1=[O:18])#[N:8] |f:0.1|. Procedure details: The title compound is prepared from 4-hydroxy-3-(3-(S)-amino-2-oxo-pyrrolidin-1-ylmethyl)-benzonitrile hydrochloride as described in EXAMPLE 17, Part F using 5-chlorothieno[3,2-b]pyridine-2-sulfonyl chloride in place of 4,6-dichlorobenzo[b]thiophene-2-sulfonyl chloride. The product is obtained as a white solid. Starting materials: CC=1C=C(C=CC1OC1CCNCC1)NC=1C2=C(N=CN1)C=NC(=C2)N2CCOCC2 ([3-Methyl-4-(piperidin-4-yloxy)-phenyl]-(6-morpholin-4-yl-pyrido[3,4-d]pyrimidin-4-yl)-amine), C(C)(C)(C)CC(=O)Cl (tert-butylacetyl chloride), C1(CCCC1)C(=O)N1CCC(CC1)OC1=C(C=C(C=C1)NC=1C2=C(N=CN1)C=NC(=C2)F)C (Cyclopentyl-{4-[4-(6-fluoro-pyrido[3,4-d]pyrimidin-4-ylamino)-2-methyl-phenoxy]-piperidin-1-y}-methanone). The product is CC(CC(=O)N1CCC(CC1)OC1=C(C=C(C=C1)NC=1C2=C(N=CN1)C=NC(=C2)N2CCOCC2)C)(C)C (3,3-Dimethyl-1-{4-[2-methyl-4-(6-morpholin-4-yl-pyrido[3,4-d]pyrimidin-4-ylamino)-phenoxy]-piperidin-1-yl}-butan-1-one). RXN SMILES: [CH3:1][C:2]1[CH:3]=[C:4]([NH:15][C:16]2[C:17]3[CH:25]=[C:24]([N:26]4[CH2:31][CH2:30][O:29][CH2:28][CH2:27]4)[N:23]=[CH:22][C:18]=3[N:19]=[CH:20][N:21]=2)[CH:5]=[CH:6][C:7]=1[O:8][CH:9]1[CH2:14][CH2:13][NH:12][CH2:11][CH2:10]1.[C:32]([CH2:36][C:37](Cl)=[O:38])([CH3:35])([CH3:34])[CH3:33].C1(C(N2CCC(OC3C=CC(NC4C5C=C(F)N=CC=5N=CN=4)=CC=3C)CC2)=O)CCCC1>>[CH3:33][C:32]([CH3:35])([CH3:34])[CH2:36][C:37]([N:12]1[CH2:13][CH2:14][CH:9]([O:8][C:7]2[CH:6]=[CH:5][C:4]([NH:15][C:16]3[C:17]4[CH:25]=[C:24]([N:26]5[CH2:31][CH2:30][O:29][CH2:28][CH2:27]5)[N:23]=[CH:22][C:18]=4[N:19]=[CH:20][N:21]=3)=[CH:3][C:2]=2[CH3:1])[CH2:10][CH2:11]1)=[O:38]. Procedure: The title compound was prepared from [3-Methyl-4-(piperidin-4-yloxy)-phenyl]-(6-morpholin-4-yl-pyrido[3,4-d]pyrimidin-4-yl)-amine and tert-butylacetyl chloride by a procedure analogous to the synthesis of Cyclopentyl-{4-[4-(6-fluoro-pyrido[3,4-d]pyrimidin-4-ylamino)-2-methyl-phenoxy]-piperidin-1-y}-methanone above.